Dataset: the Open Reaction Database (ORD), a public repository of structured organic reaction records. Task: describe an organic reaction: reactants, conditions, products, and yield Starting materials: C(C)(=O)O (acetic acid), CCC([BH-](C(CC)C)C(CC)C)C.[K+] (K-Selectride), [I-].[K+] (potassium iodide), [Si](C)(C)(C(C)(C)C)N1C([C@@H]([C@H]1CC(SC)(SC)SC)C(C)=O)=O ((3S,4R)-1-(t-butyl dimethylsilyl)-3-(1-oxoethyl)-4-[2,2,2-tri(methylthio)ethyl]azetidin-2-one). Run in C(C)OCC (ethyl ether), C(C)(=O)OCC (ethyl acetate). Reaction conditions: time 2.5 hour. Product: [Si](C)(C)(C(C)(C)C)N1C([C@@H]([C@H]1CC(SC)(SC)SC)[C@@H](C)O)=O ((3S, 4R)-1-(t-butyldimethylsilyl)-3-[(R)-1-hydroxyethyl]-4-[2,2,2-tri(methylthio)ethyl]azetidin-2-one). Yield: 84.1%. As a reaction SMILES: CCC(C)[BH-](C(C)CC)C(C)CC.[K+].[I-].[K+].[Si:17]([N:24]1[C@H:27]([CH2:28][C:29]([S:34][CH3:35])([S:32][CH3:33])[S:30][CH3:31])[C@@H:26]([C:36](=[O:38])[CH3:37])[C:25]1=[O:39])([C:20]([CH3:23])([CH3:22])[CH3:21])([CH3:19])[CH3:18].C(O)(=O)C>C(OCC)(=O)C.C(OCC)C>[Si:17]([N:24]1[C@H:27]([CH2:28][C:29]([S:34][CH3:35])([S:32][CH3:33])[S:30][CH3:31])[C@@H:26]([C@H:36]([OH:38])[CH3:37])[C:25]1=[O:39])([C:20]([CH3:23])([CH3:22])[CH3:21])([CH3:19])[CH3:18] |f:0.1,2.3|. Procedure: K-Selectride ® (3.64 ml of 0.5M, 1.82 mmol) is added by syringe to a mixture of potassium iodide (126 mg., 0.758 mmol) and (3S,4R)-1-(t-butyl dimethylsilyl)-3-(1-oxoethyl)-4-[2,2,2-tri(methylthio)ethyl]azetidin-2-one (298 mg, 0758 mmol) in freshly distilled ethyl ether (8 ml) at room temperature. The resulting mixture is stirred at room temperature for 2.5 hours, then quenched by the addition of acetic acid (218 mg., 3.64 mmol). The resulting mixture is diluted with ethyl acetate (25 ml) and fil... The reactants are COc1ccc(Br)cc1[N+](=O)[O-], C1COCCN1, C1COCCO1, CC(C)(C)[O-], [Na+], O=C(C=Cc1ccccc1)C=Cc1ccccc1, O=C(C=Cc1ccccc1)C=Cc1ccccc1, O=C(C=Cc1ccccc1)C=Cc1ccccc1, [Pd], [Pd]. Yields the product COc1ccc(N2CCOCC2)cc1[N+](=O)[O-]. As a reaction SMILES: [Br:1][c:2]1[cH:3][c:4]([N+:10](=[O:11])[O-:12])[c:5]([O:8][CH3:9])[cH:6][cH:7]1.[CH2:13]1[CH2:14][O:15][CH2:16][CH2:17][NH:18]1.[CH2:25]1[O:26][CH2:27][CH2:28][O:29][CH2:30]1.[CH3:19][C:20]([CH3:21])([O-:22])[CH3:23].[Na+:24].[O:33]=[C:34]([CH:35]=[CH:36][c:37]1[cH:38][cH:39][cH:40][cH:41][cH:42]1)[CH:43]=[CH:44][c:45]1[cH:46][cH:47][cH:48][cH:49][cH:50]1.[O:51]=[C:52]([CH:53]=[CH:54][c:55]1[cH:56][cH:57][cH:58][cH:59][cH:60]1)[CH:61]=[CH:62][c:63]1[cH:64][cH:65][cH:66][cH:67][cH:68]1.[O:69]=[C:70]([CH:71]=[CH:72][c:73]1[cH:74][cH:75][cH:76][cH:77][cH:78]1)[CH:79]=[CH:80][c:81]1[cH:82][cH:83][cH:84][cH:85][cH:86]1.[Pd:31].[Pd:32]>>[c:2]1([N:18]2[CH2:13][CH2:14][O:15][CH2:16][CH2:17]2)[cH:3][c:4]([N+:10](=[O:11])[O-:12])[c:5]([O:8][CH3:9])[cH:6][cH:7]1.